This data is from the Open Reaction Database (ORD), a public repository of structured organic reaction records. The task is: describe an organic reaction: reactants, conditions, products, and yield Reactants: BrC=1C(=C(C(=O)O)C=CC1F)F (3-bromo-2,4-difluorobenzoic acid), CN(C=O)C (N,N-dimethylformamide), C(C(=O)Cl)(=O)Cl (oxalyl dichloride). The solvent is C1(=CC=CC=C1)C (toluene). Reaction conditions: time 1 hour. Product: C(C1=CC=CC=C1)N(C(C1=C(C(=C(C=C1)F)Br)F)=O)CCO (N-benzyl-3-bromo-2,4-difluoro-N-(2-hydroxyethyl)benzamide). Isolated yield 90.3%. Reaction SMILES: [Br:1][C:2]1[C:3]([F:12])=[C:4]([CH:8]=[CH:9][C:10]=1[F:11])[C:5]([OH:7])=O.[CH3:13][N:14]([CH3:17])C=O.[C:18](Cl)(=[O:22])C(Cl)=O>C1(C)C=CC=CC=1>[CH2:17]([N:14]([CH2:13][CH2:18][OH:22])[C:5](=[O:7])[C:4]1[CH:8]=[CH:9][C:10]([F:11])=[C:2]([Br:1])[C:3]=1[F:12])[C:2]1[CH:3]=[CH:4][CH:8]=[CH:9][CH:10]=1. Procedure: To a mixture of 3-bromo-2,4-difluorobenzoic acid (1.00 g, 4.22 mmol), N,N-dimethylformamide (0.2 ml) and toluene (20 ml) was added under ice-cooling oxalyl dichloride (0.434 ml). The mixture was stirred at room temperature for 1 hr, and the solvent was evaporated under reduced pressure. To a solution of the residue in tetrahydrofuran (30 ml) were added N-benzylethanolamine (702 mg) and 1N aqueous sodium hydroxide solution (10 ml), and the mixture was stirred at room temperature for 0.5 hr. The r... Starting materials: IC=1C=C(C(=O)OC)C=CC1 (methyl 3-iodobenzoate), IC1=CC=C(C=C1)C (4-iodotoluene), C1(=CC=CC=C1)C (toluene). The reagents and catalysts are [Cu] (copper). Reaction conditions: time 6 hour. Yields the product CC1=C(C=C(C=C1)C1=CC=CC=C1)C(=O)OC (Methyl 4-methylbiphenyl-3-carboxylate). Yield: 29.0%. Reaction SMILES: I[C:2]1[CH:3]=[C:4]([CH:9]=[CH:10][CH:11]=1)[C:5]([O:7][CH3:8])=[O:6].[C:12]1(C)[CH:17]=[CH:16][CH:15]=[CH:14][CH:13]=1.I[C:20]1C=CC(C)=CC=1>[Cu]>[CH3:20][C:9]1[CH:10]=[CH:11][C:2]([C:12]2[CH:17]=[CH:16][CH:15]=[CH:14][CH:13]=2)=[CH:3][C:4]=1[C:5]([O:7][CH3:8])=[O:6]. Procedure details: To a mixture of methyl 3-iodobenzoate (26.1 g) in 4-iodotoluene (21.9 g) was added copper powder (31.8 g) gradually at 180°-190° C. The mixture was then stirred for 6 hours at 200°-210° C. The reaction mixture was cooled to room temperature, to which was added toluene. insoluble materials were filtered off, and the filtrate was concentrated to dryness. The residue gas purified by column chromatography on silica gel to afford the title compound as a colorless oil (6.61 g, 29%).